From a dataset of the Open Reaction Database (ORD), a public repository of structured organic reaction records. describe an organic reaction: reactants, conditions, products, and yield Starting materials: COC=1C=CC(=C(C1)N)C=1C(C2=CC=C(C=C2CC1)OC)(C)C (5-methoxy-2-(6-methoxy-1,1-dimethyl-1,4-dihydronaphthalen-2-yl)phenylamine), BrC1=CC(=C(OCCN2CCCCC2)C=C1)F (1-[2-(4-bromo-2-fluorophenoxy)ethyl]piperidine), FC=1C=C(C=CC1OCCN1CCCCC1)NC1=C(C=CC(=C1)OC)C=1C(C2=CC=C(C=C2CC1)OC)(C)C ([3-fluoro-4-(2-piperidin-1-ylethoxy)phenyl][5-methoxy-2-(6-methoxy-1,1-dimethyl-1,4-dihydronaphthalen-2-yl)phenyl]amine). The product is FC=1C=C(C=CC1OCCN1CCCCC1)NC1=C(C=CC(=C1)O)C=1CC=2C=CC(=CC2CC1)O (6-{2-[3-Fluoro-4-(2-piperidin-1-ylethoxy)phenylamino]-4-hydroxyphenyl}-5,8-dihydronaphthalen-2-ol). Isolated yield 77.2%. RXN SMILES: COC1C=CC(C2C(C)(C)C3C(CC=2)=CC(OC)=CC=3)=C(N)C=1.BrC1C=CC(OCCN2CCCCC2)=C(F)C=1.[F:41][C:42]1[CH:43]=[C:44]([NH:57][C:58]2[CH:63]=[C:62]([O:64]C)[CH:61]=[CH:60][C:59]=2[C:66]2[C:67](C)(C)[C:68]3[C:73]([CH2:74][CH:75]=2)=[CH:72][C:71]([O:76]C)=[CH:70][CH:69]=3)[CH:45]=[CH:46][C:47]=1[O:48][CH2:49][CH2:50][N:51]1[CH2:56][CH2:55][CH2:54][CH2:53][CH2:52]1>>[F:41][C:42]1[CH:43]=[C:44]([NH:57][C:58]2[CH:63]=[C:62]([OH:64])[CH:61]=[CH:60][C:59]=2[C:66]2[CH2:67][C:68]3[CH:69]=[CH:70][C:71]([OH:76])=[CH:72][C:73]=3[CH2:74][CH:75]=2)[CH:45]=[CH:46][C:47]=1[O:48][CH2:49][CH2:50][N:51]1[CH2:56][CH2:55][CH2:54][CH2:53][CH2:52]1. Procedure: Synthesized from 5-methoxy-2-(6-methoxy-1,1-dimethyl-1,4-dihydronaphthalen-2-yl)phenylamine and 1-[2-(4-bromo-2-fluorophenoxy)ethyl]piperidine according to an analogous synthetic method to Example 116, [3-fluoro-4-(2-piperidin-1-ylethoxy)phenyl][5-methoxy-2-(6-methoxy-1,1-dimethyl-1,4-dihydronaphthalen-2-yl)phenyl]amine (439 mg) was used according to an analogous synthetic method to Example 111 to provide the title compound (303 mg). The solvent is CO (Methanol), ClCCl (dichloromethane), ClCCl (dichloromethane), ClCCl (dichloromethane), FC(C(=O)O)(F)F (trifluoroacetic acid), ClCCl (dichloromethane), CO (methanol). Reactants: C1(CCC1)=O (cyclobutanone), C(C)(=O)O[BH-](OC(C)=O)OC(C)=O.[Na+] (sodium triacetoxyborohydride), CC1=CC=C(C=N1)N1CCC(CC1)N1N=C2CCN(CCC2=C1)C(=O)OC(C)(C)C (1,1-Dimethylethyl 2-[1-(6-methyl-3-pyridinyl)-4-piperidinyl]-4,5,7,8-tetrahydropyrazolo[3,4-d]azepine-6(2H)-carboxylate), C(C)(=O)O[BH-](OC(C)=O)OC(C)=O.[Na+] (sodium triacetoxyborohydride), C1(CCC1)=O (cyclobutanone), C(C)(=O)O[BH-](OC(C)=O)OC(C)=O.[Na+] (sodium triacetoxyborohydride), C1(CCC1)=O (cyclobutanone). Reaction SMILES: [CH3:1][C:2]1[N:7]=[CH:6][C:5]([N:8]2[CH2:13][CH2:12][CH:11]([N:14]3[CH:23]=[C:22]4[C:16]([CH2:17][CH2:18][N:19]([C:24](OC(C)(C)C)=O)[CH2:20][CH2:21]4)=[N:15]3)[CH2:10][CH2:9]2)=[CH:4][CH:3]=1.[C:31]1(=O)[CH2:34]C[CH2:32]1.C(O[BH-](OC(=O)C)OC(=O)C)(=O)C.[Na+]>FC(F)(F)C(O)=O.CO.ClCCl>[CH:24]1([N:19]2[CH2:20][CH2:21][C:22]3=[CH:23][N:14]([CH:11]4[CH2:10][CH2:9][N:8]([C:5]5[CH:6]=[N:7][C:2]([CH3:1])=[CH:3][CH:4]=5)[CH2:13][CH2:12]4)[N:15]=[C:16]3[CH2:17][CH2:18]2)[CH2:34][CH2:31][CH2:32]1 |f:2.3|. Yields the product C1(CCC1)N1CCC=2C(CC1)=CN(N2)C2CCN(CC2)C=2C=NC(=CC2)C (6-Cyclobutyl-2-[1-(6-methyl-3-pyridinyl)-4-piperidinyl]-2,4,5,6,7,8-hexahydropyrazolo[3,4-d]azepine). Reported procedure: 1,1-Dimethylethyl 2-[1-(6-methyl-3-pyridinyl)-4-piperidinyl]-4,5,7,8-tetrahydropyrazolo[3,4-d]azepine-6(2H)-carboxylate (may be prepared as described in Description 50) (27 mg, 0.065 mmol) was stirred in trifluoroacetic acid (0.5 ml)/dichloromethane (1 ml) for 2 hours. Mixture was then diluted with methanol and passed through an SCX cartridge. A mixture of the product in dichloromethane (1.3 ml) was treated with cyclobutanone (0.010 ml, 0.13 mmol) followed by sodium triacetoxyborohydride (28 mg,... Conditions: time 17.25 hour. Starting materials: C=C(CCC(=O)OCc1ccccc1)C(=O)OCc1ccccc1, C[Al](C)C, ClCCl, [O-]P(OCc1ccccc1)OCc1ccccc1. The product is O=C(CCC(CP(=O)(OCc1ccccc1)OCc1ccccc1)C(=O)OCc1ccccc1)OCc1ccccc1. As a reaction SMILES: [CH2:23]=[C:24]([C:25](=[O:26])[O:27][CH2:28][c:29]1[cH:30][cH:31][cH:32][cH:33][cH:34]1)[CH2:35][CH2:36][C:37](=[O:38])[O:39][CH2:40][c:41]1[cH:42][cH:43][cH:44][cH:45][cH:46]1.[CH3:19][Al:20]([CH3:21])[CH3:22].[Cl:47][CH2:48][Cl:49].[P:1]([O:2][CH2:3][c:4]1[cH:5][cH:6][cH:7][cH:8][cH:9]1)([O:10][CH2:11][c:12]1[cH:13][cH:14][cH:15][cH:16][cH:17]1)[O-:18]>>[P:1]([O:2][CH2:3][c:4]1[cH:5][cH:6][cH:7][cH:8][cH:9]1)([O:10][CH2:11][c:12]1[cH:13][cH:14][cH:15][cH:16][cH:17]1)(=[O:18])[CH2:23][CH:24]([C:25](=[O:26])[O:27][CH2:28][c:29]1[cH:30][cH:31][cH:32][cH:33][cH:34]1)[CH2:35][CH2:36][C:37](=[O:38])[O:39][CH2:40][c:41]1[cH:42][cH:43][cH:44][cH:45][cH:46]1. The product is FC=1C=C(C=CC1F)C1CCC(C(N1)=O)(C)C (6-(3,4-Difluorophenyl)-3,3-dimethylpiperidin-2-one). Starting materials: C(#N)[BH3-].[Na+] (sodium cyanoborohydride), COC(C(CCC(=O)C1=CC(=C(C=C1)F)F)(C)C)=O (methyl-5-(3,4-difluorophenyl)-2,2-dimethyl-5-oxopentanoate), C(#N)[BH3-].[Na+] (sodium cyanoborohydride), C(C)(=O)[O-].[NH4+] (Ammonium acetate). Procedure: Ammonium acetate (36.62 g, 475.1 mmol) was dissolved in 200 mL of methanol. To this solution was added methyl-5-(3,4-difluorophenyl)-2,2-dimethyl-5-oxopentanoate (12.76 g, 47.2 mmol) and sodium cyanoborohydride (2.96 g, 47.1 mmol). This reaction mixture was stirred at ambient temperature for 24 hours. Another portion of sodium cyanoborohydride (1.50 g, 23.9 mmol) was added, and the mixture was stirred at ambient temperature for another 66 hours. The reaction mixture was concentrated in vacuo, an... Reaction SMILES: C([O-])(=O)C.[NH4+].C[O:7][C:8](=O)[C:9]([CH3:23])([CH3:22])[CH2:10][CH2:11][C:12]([C:14]1[CH:19]=[CH:18][C:17]([F:20])=[C:16]([F:21])[CH:15]=1)=O.C([BH3-])#[N:26].[Na+]>CO>[F:21][C:16]1[CH:15]=[C:14]([CH:12]2[NH:26][C:8](=[O:7])[C:9]([CH3:23])([CH3:22])[CH2:10][CH2:11]2)[CH:19]=[CH:18][C:17]=1[F:20] |f:0.1,3.4|. Solvent: CO (methanol). Run at time 24 hour.